This data is from the Open Reaction Database (ORD), a public repository of structured organic reaction records. The task is: describe an organic reaction: reactants, conditions, products, and yield Starting materials: C(C)OC(=O)C1=CN(C2=NC3=C(N2C1=O)C=CC=C3)CC3=CC=CC=C3 (1-benzyl-1,4-dihydro-4-oxo-pyrimido-[1,2-a]benzimidazole-3-carboxylic acid ethyl ester), N1CCOCC1 (morpholine). The product is C(C1=CC=CC=C1)N1C=C(C(N2C1=NC1=C2C=CC=C1)=O)C(=O)N1CCOCC1 (1-benzyl-3-(4-morpholinylcarbonyl)pyrimido[1,2-a]benzimidazole-4 (1H)one). RXN SMILES: C(O[C:4]([C:6]1[C:14](=[O:15])[N:13]2[C:9](=[N:10][C:11]3[CH:19]=[CH:18][CH:17]=[CH:16][C:12]=32)[N:8]([CH2:20][C:21]2[CH:26]=[CH:25][CH:24]=[CH:23][CH:22]=2)[CH:7]=1)=[O:5])C.[NH:27]1[CH2:32][CH2:31][O:30][CH2:29][CH2:28]1>>[CH2:20]([N:8]1[C:9]2=[N:10][C:11]3[CH:19]=[CH:18][CH:17]=[CH:16][C:12]=3[N:13]2[C:14](=[O:15])[C:6]([C:4]([N:27]2[CH2:32][CH2:31][O:30][CH2:29][CH2:28]2)=[O:5])=[CH:7]1)[C:21]1[CH:26]=[CH:25][CH:24]=[CH:23][CH:22]=1. Procedure: By substituting 1-benzyl-1,4-dihydro-4-oxo-pyrimido-[1,2-a]benzimidazole-3-carboxylic acid ethyl ester in part a and morpholine in part b of Example 33, 1-benzyl-3-(4-morpholinylcarbonyl)pyrimido[1,2-a]benzimidazole-4 (1H)one is obtained. The reactants are c1(ccccc1)CN, [B-]1([C@H]2[C@@H]([C@@H]3C([C@H](C2)C3)(C)C)C)[C@H]2CCC[C@@H]1CCC2.[Li+], C1CN(C[C@@H](C1=O)O)S(=O)(=O)C. The reagents and catalysts are c1ccc(cc1)-c2c3ccccc3cc4ccccc24 (9-Phenylanthracene). Conditions: temperature 25 celsius, time 18 hour. Product: CS(=O)(=O)N1CC[C@@H](N)[C@@H](O)C1. As a reaction SMILES: [CH3:1][S:2]([N:5]1[CH2:11][C@H:9]([OH:10])[C:8](=O)[CH2:7][CH2:6]1)(=[O:4])=[O:3].[NH2:12]Cc1ccccc1.[Li+].C[C@@H]1[C@H](C(C)(C)[C@@H]2C[C@H]1[BH-]([C@H]3CCC4)[C@H]4CCC3)C2>>[CH3:1][S:2]([N:5]1[CH2:11][C@H:9]([OH:10])[C@H:8]([NH2:12])[CH2:7][CH2:6]1)(=[O:4])=[O:3]. Starting materials: CC=C(CC)C(=O)c1ccc(OCC(=O)O)c(Cl)c1Cl, C[N+](=O)[O-], O, O=S(=O)(O)O. Product: CCC1C(=O)c2c(cc(OCC(=O)O)c(Cl)c2Cl)C1C. Reaction SMILES: [Cl:1][c:2]1[c:3]([O:4][CH2:5][C:6](=[O:7])[OH:8])[cH:9][cH:10][c:11]([C:14]([C:15]([CH2:16][CH3:17])=[CH:18][CH3:19])=[O:20])[c:12]1[Cl:13].[N+:27]([CH3:28])([O-:29])=[O:30].[OH2:26].[S:21](=[O:22])(=[O:23])([OH:24])[OH:25]>>[Cl:1][c:2]1[c:3]([O:4][CH2:5][C:6](=[O:7])[OH:8])[cH:9][c:10]2[c:11]([c:12]1[Cl:13])[C:14](=[O:20])[CH:15]([CH2:16][CH3:17])[CH:18]2[CH3:19]. The reactants are CC1=NN(C(=N1)C=1N=C2C3=CC=C(C=C3OCCN2C1)C=1C=NN(C1C1CNCCC1)C)C(C)C (4-[3-methyl-1-(propan-2-yl)-1H-1,2,4-triazol-5-yl]-12-[1-methyl-5-(piperidin-3-yl)-1H-pyrazol-4-yl]-9-oxa-3,6-diazatricyclo[8.4.0.02,6]tetradeca1 (14),2,4,10,12-pentaene), BrC(C(=O)OCC)(C)C (ethyl 2-bromo-2-methylpropanoate), Ag2O, O (H2O), CC#N (CH3CN). Conditions: temperature 60 celsius. Yields the product C(C)(C)N1N=C(N=C1C=1N=C2N(CCOC3=C2C=CC(=C3)C=3C=NN(C3C3CN(CCC3)C(C(=O)N)(C)C)C)C1)C (2-(3-(4-(2-(1-isopropyl-3-methyl-1H-1,2,4-triazol-5-yl)-5,6-dihydrobenzo[f]imidazo[1,2-d][1,4]oxazepin-9-yl)-1-methyl-1H-pyrazol-5-yl)piperidin-1-yl)-2-methylpropanamide). Isolated yield 30.0%. Reaction SMILES: [CH3:1][C:2]1[N:6]=[C:5]([C:7]2[N:8]=[C:9]3[N:19]([CH:20]=2)[CH2:18][CH2:17][O:16][C:15]2[C:10]3=[CH:11][CH:12]=[C:13]([C:21]3[CH:22]=[N:23][N:24]([CH3:32])[C:25]=3[CH:26]3[CH2:31][CH2:30][CH2:29][NH:28][CH2:27]3)[CH:14]=2)[N:4]([CH:33]([CH3:35])[CH3:34])[N:3]=1.Br[C:37]([CH3:44])([CH3:43])[C:38](OCC)=[O:39].O.CC#[N:48]>>[CH:33]([N:4]1[C:5]([C:7]2[N:8]=[C:9]3[C:10]4[CH:11]=[CH:12][C:13]([C:21]5[CH:22]=[N:23][N:24]([CH3:32])[C:25]=5[CH:26]5[CH2:31][CH2:30][CH2:29][N:28]([C:37]([CH3:44])([CH3:43])[C:38]([NH2:48])=[O:39])[CH2:27]5)=[CH:14][C:15]=4[O:16][CH2:17][CH2:18][N:19]3[CH:20]=2)=[N:6][C:2]([CH3:1])=[N:3]1)([CH3:35])[CH3:34]. Procedure details: A mixture of 4-[3-methyl-1-(propan-2-yl)-1H-1,2,4-triazol-5-yl]-12-[1-methyl-5-(piperidin-3-yl)-1H-pyrazol-4-yl]-9-oxa-3,6-diazatricyclo[8.4.0.02,6]tetradeca1 (14),2,4,10,12-pentaene (100 mg, 0.21 mmol), ethyl 2-bromo-2-methylpropanoate (348.6 mg, 2.100 mmol), Ag2O (487.2 mg, 2.100 mmol), H2O (0.5 mL), and CH3CN (1.5 mL) in a seal tube was heated at 60° C. for 8 h. The solid was filtered off and the filtrate was purified by Combiflash eluting with a 0-70% gradient of CH3CN in 0.3% NH4HCO3 to aff... The reactants are O=C([O-])[O-], O=C(Nc1cc(F)c(OCc2ccccc2)cc1[N+](=O)[O-])c1cnccn1, CN(C)C=O, Oc1ccccc1F, [K+], [K+], O. The product is O=C(Nc1cc(Oc2ccccc2F)c(OCc2ccccc2)cc1[N+](=O)[O-])c1cnccn1. As a reaction SMILES: [C:9](=[O:10])([O-:11])[O-:12].[CH2:20]([c:21]1[cH:22][cH:23][cH:24][cH:25][cH:26]1)[O:27][c:28]1[cH:29][c:30]([N+:44](=[O:45])[O-:46])[c:31]([NH:35][C:36](=[O:37])[c:38]2[n:39][cH:40][cH:41][n:42][cH:43]2)[cH:32][c:33]1[F:34].[CH3:15][N:16]([CH3:17])[CH:18]=[O:19].[F:1][c:2]1[c:3]([OH:8])[cH:4][cH:5][cH:6][cH:7]1.[K+:13].[K+:14].[OH2:47]>>[F:1][c:2]1[c:3]([O:8][c:33]2[c:28]([O:27][CH2:20][c:21]3[cH:22][cH:23][cH:24][cH:25][cH:26]3)[cH:29][c:30]([N+:44](=[O:45])[O-:46])[c:31]([NH:35][C:36](=[O:37])[c:38]3[n:39][cH:40][cH:41][n:42][cH:43]3)[cH:32]2)[cH:4][cH:5][cH:6][cH:7]1. Reactants: CCO, CN(CC(C(O)C1CCCC1)N1C(=O)c2ccccc2C1=O)C(=O)OC(C)(C)C, NN, O. Yields the product CN(CC(N)C(O)C1CCCC1)C(=O)OC(C)(C)C. Reaction SMILES: [CH3:33][CH2:34][OH:35].[CH:1]1([CH:6]([CH:7]([CH2:8][N:9]([C:10](=[O:11])[O:12][C:13]([CH3:14])([CH3:15])[CH3:16])[CH3:17])[N:18]2[C:19](=[O:20])[c:21]3[c:22]([cH:23][cH:24][cH:25][cH:26]3)[C:27]2=[O:28])[OH:29])[CH2:2][CH2:3][CH2:4][CH2:5]1.[NH2:31][NH2:32].[OH2:30]>>[CH:1]1([CH:6]([CH:7]([CH2:8][N:9]([C:10](=[O:11])[O:12][C:13]([CH3:14])([CH3:15])[CH3:16])[CH3:17])[NH2:18])[OH:29])[CH2:2][CH2:3][CH2:4][CH2:5]1. The reactants are C(CCl)Cl (EDC), Cl.CN1CC2=C(NCCC1=O)N=CC(=C2)/C=C/C(=O)O ((E)-3-(5-methyl-4-oxo-1,2,3,4,5,6-hexahydropyrido[2,3-b][1,5]diazocin-8-yl)acrylic acid hydrochloride), C=1C=CC2=C(C1)N=NN2O (HOBt), COC=1C(=C(C=CC1)CNC)OCCC ((3-methoxy-2-propoxyphenyl)-N-methylmethanamine), C(C)N(C(C)C)C(C)C ((i-Pr)2EtN). Run in CN(C)C=O.C(CC)#N (DMF propionitrile), C(C)(=O)OCC (ethyl acetate). Conditions: temperature 40 celsius, time 17 hour. The product is COC=1C(=C(CN(C(\C=C\C2=CC3=C(NCCC(N(C3)C)=O)N=C2)=O)C)C=CC1)OCCC ((E)-N-(3-methoxy-2-propoxybenzyl)-N-methyl-3-(5-methyl-4-oxo-1,2,3,4,5,6-hexahydropyrido[2,3-b][1,5]diazocin-8-yl)acrylamide). RXN SMILES: C(Cl)CCl.Cl.[CH3:6][N:7]1[C:14](=[O:15])[CH2:13][CH2:12][NH:11][C:10]2[N:16]=[CH:17][C:18](/[CH:20]=[CH:21]/[C:22]([OH:24])=O)=[CH:19][C:9]=2[CH2:8]1.C1C=CC2N(O)N=NC=2C=1.[CH3:35][O:36][C:37]1[C:38]([O:46][CH2:47][CH2:48][CH3:49])=[C:39]([CH2:43][NH:44][CH3:45])[CH:40]=[CH:41][CH:42]=1.C(N(C(C)C)C(C)C)C>CN(C=O)C.C(#N)CC.C(OCC)(=O)C>[CH3:35][O:36][C:37]1[C:38]([O:46][CH2:47][CH2:48][CH3:49])=[C:39]([CH:40]=[CH:41][CH:42]=1)[CH2:43][N:44]([CH3:45])[C:22](=[O:24])/[CH:21]=[CH:20]/[C:18]1[CH:17]=[N:16][C:10]2[NH:11][CH2:12][CH2:13][C:14](=[O:15])[N:7]([CH3:6])[CH2:8][C:9]=2[CH:19]=1 |f:1.2,6.7|. Procedure details: EDC (54 mg, 0.28 mmol) was added to a suspension of (E)-3-(5-methyl-4-oxo-1,2,3,4,5,6-hexahydropyrido[2,3-b][1,5]diazocin-8-yl)acrylic acid hydrochloride (70 mg, 0.23 mmol), HOBt (34 mg, 0.25 mmol), (3-methoxy-2-propoxyphenyl)-N-methylmethanamine (52 mg, 0.25 mmol) and (i-Pr)2EtN (0.20 mL, 1.2 mmol) in 5 mL of DMF:propionitrile (4:1). The mixture was allowed to stir for 17 h at 40° C. The mixture was cooled to room temperature and diluted with ethyl acetate (40 mL) and washed with water (50 mL) ...